This data is from the Open Reaction Database (ORD), a public repository of structured organic reaction records. The task is: describe an organic reaction: reactants, conditions, products, and yield The product is C(C1=CC=CC=C1)(=O)N1C(C(=C(C(=C1)C)C(=O)OCC)C)=O (Ethyl 1-benzoyl-3,5-dimethyl-2-oxo-1,2-dihydropyridine-4-carboxylate). As a reaction SMILES: [Br-].[CH2:2]([O:4][C:5]([C:7]1[C:12]([CH3:13])=[CH:11][N+:10]([CH:14]([C:16]2[CH:21]=[CH:20][CH:19]=[CH:18][CH:17]=2)C)=[CH:9][C:8]=1[CH3:22])=[O:6])[CH3:3].[OH-:23].[Na+].[OH2:25]>[Fe-3](C#N)(C#N)(C#N)(C#N)(C#N)C#N.[K+].[K+].[K+]>[C:14]([N:10]1[CH:11]=[C:12]([CH3:13])[C:7]([C:5]([O:4][CH2:2][CH3:3])=[O:6])=[C:8]([CH3:22])[C:9]1=[O:25])(=[O:23])[C:16]1[CH:21]=[CH:20][CH:19]=[CH:18][CH:17]=1 |f:0.1,2.3,5.6.7.8|. Reactants: [OH-].[Na+] (sodium hydroxide), O (H2O), [Br-].C(C)OC(=O)C1=C(C=[N+](C=C1C)C(C)C1=CC=CC=C1)C (4-(ethoxycarbonyl)-3,5-dimethyl-1-(1-phenylethyl)pyridin-1-ium bromide). The reagents and catalysts are [Fe-3](C#N)(C#N)(C#N)(C#N)(C#N)C#N.[K+].[K+].[K+] (potassium ferricyanide). Procedure details: To the solution of 4-(ethoxycarbonyl)-3,5-dimethyl-1-(1-phenylethyl)pyridin-1-ium bromide (3.91 mmol) was added portionwise the mixture of potassium ferricyanide (2.57 g, 7.81 mmol) and sodium hydroxide (0.94 g, 23.44 mmol) in H2O (5 ml) for 2 h at room temperature. The solution was concentrated under vacuum, diluted with water and extracted with ethyl acetate. The organic layers were combined, dried over Na2SO4 and concentrated to give a residue. The residue was used to the next step without fu... Reactants: C1C(C2=CC=CC=C2)O1 (Styreneoxide), ClC=1C=CC(=C(C1)S(=O)(=O)O)O (5-chloro-2-hydroxybenzenesulfonic acid), [Na] (sodium), [OH-].[Na+] (NaOH). Run in O (water). Reaction conditions: time 1 hour. Yields the product ClC1=CC(=C(OC(CO)C2=CC=CC=C2)C=C1)S(=O)(=O)O (2-(4-chloro-2-sulfophenoxy)-2-phenylethanol). RXN SMILES: [Cl:1][C:2]1[CH:3]=[CH:4][C:5]([OH:12])=[C:6]([S:8]([OH:11])(=[O:10])=[O:9])[CH:7]=1.[Na].[OH-].[Na+].[CH2:16]1[O:24][CH:17]1[C:18]1[CH:23]=[CH:22][CH:21]=[CH:20][CH:19]=1>O>[Cl:1][C:2]1[CH:3]=[CH:4][C:5]([O:12][CH:17]([C:18]2[CH:23]=[CH:22][CH:21]=[CH:20][CH:19]=2)[CH2:16][OH:24])=[C:6]([S:8]([OH:11])(=[O:10])=[O:9])[CH:7]=1 |f:2.3,^1:12|. Procedure details: A mixture of 5-chloro-2-hydroxybenzenesulfonic acid, sodium salt (7.9 g), NaOH (1.37 g) and water (25 ml) was heated on a boiling water bath until the mixture became homogeneous. Styreneoxide (2.4 g) was added dropwise over a period of 10 minutes and the mixture was heated with stirring on a boiling water bath for 1 hr. It was extracted with ether and the aqueous solution was evaporated to dryness. The residue was treated with water and the insoluble white precipitate was collected by filtration... The reactants are CCCNCCC, Cc1ccccc1, NN1NC(Oc2cc(F)ccc2F)=C[SH](OCCCl)N1. Yields the product CCCN(CCC)[SH]1C=C(Oc2cc(F)ccc2F)NN(N)N1. Reaction SMILES: [CH2:21]([CH2:22][CH3:23])[NH:24][CH2:25][CH2:26][CH3:27].[CH3:28][c:29]1[cH:30][cH:31][cH:32][cH:33][cH:34]1.[NH2:1][N:2]1[NH:3][SH:4]([O:17][CH2:18][CH2:19][Cl:20])[CH:5]=[C:6]([O:8][c:9]2[c:10]([F:16])[cH:11][cH:12][c:13]([F:15])[cH:14]2)[NH:7]1>>[NH2:1][N:2]1[NH:3][SH:4]([N:24]([CH2:21][CH2:22][CH3:23])[CH2:25][CH2:26][CH3:27])[CH:5]=[C:6]([O:8][c:9]2[c:10]([F:16])[cH:11][cH:12][c:13]([F:15])[cH:14]2)[NH:7]1. Reactants: O=C([O-])CC(O)(CC(=O)[O-])C(=O)[O-], CO, O=CC1=C(CCCCCCC(=O)O)C(=O)CC1O, [K+], CCCCCC(=O)CC(=O)OCC, [OH-], O, O=C(O)CC(O)(CC(=O)O)C(=O)O. The product is CCCCCC(=O)CC(O)C1=C(CCCCCCC(=O)O)C(=O)CC1O. RXN SMILES: [C:29]([O-:30])(=[O:31])[CH2:32][C:33]([CH2:34][C:35]([O-:36])=[O:37])([C:38]([O-:39])=[O:40])[OH:41].[CH3:61][OH:62].[CH:42](=[O:43])[C:44]1=[C:45]([CH2:51][CH2:52][CH2:53][CH2:54][CH2:55][CH2:56][C:57](=[O:58])[OH:59])[C:46](=[O:50])[CH2:47][CH:48]1[OH:49].[K+:2].[O:3]=[C:4]([CH2:5][C:6]([O:7][CH2:8][CH3:9])=[O:10])[CH2:11][CH2:12][CH2:13][CH2:14][CH3:15].[OH-:1].[OH2:60].[OH:16][C:17]([CH2:18][C:19]([C:20](=[O:21])[OH:22])([CH2:23][C:24](=[O:25])[OH:26])[OH:27])=[O:28]>>[O:3]=[C:4]([CH2:5][CH:42]([OH:43])[C:44]1=[C:45]([CH2:51][CH2:52][CH2:53][CH2:54][CH2:55][CH2:56][C:57](=[O:58])[OH:59])[C:46](=[O:50])[CH2:47][CH:48]1[OH:49])[CH2:11][CH2:12][CH2:13][CH2:14][CH3:15]. Reactants: N1CC(CCC1)CNC(=O)C1=CNC2=C1N=CN=C2C2=C(C=CC=1OCOC12)OCC1CC1 (4-(5-cyclopropylmethoxy-benzo[1,3]dioxol-4-yl)-5H-pyrrolo[3,2-d]pyrimidine-7-carboxylic acid (piperidin-3-ylmethyl)-amide), C(=O)OC(C)=O (acetic formic anhydride). Yields the product C(=O)N1CC(CCC1)CNC(=O)C1=CNC2=C1N=CN=C2C2=C(C=CC=1OCOC12)OCC1CC1 (4-(5-Cyclopropylmethoxy-benzo[1,3]dioxol-4-yl)-5H-pyrrolo[3,2-d]pyrimidine-7-carboxylic acid (1-formyl-piperidin-3-ylmethyl)-amide). RXN SMILES: [NH:1]1[CH2:6][CH2:5][CH2:4][CH:3]([CH2:7][NH:8][C:9]([C:11]2[C:15]3[N:16]=[CH:17][N:18]=[C:19]([C:20]4[C:28]5[O:27][CH2:26][O:25][C:24]=5[CH:23]=[CH:22][C:21]=4[O:29][CH2:30][CH:31]4[CH2:33][CH2:32]4)[C:14]=3[NH:13][CH:12]=2)=[O:10])[CH2:2]1.[CH:34](OC(=O)C)=[O:35]>>[CH:34]([N:1]1[CH2:6][CH2:5][CH2:4][CH:3]([CH2:7][NH:8][C:9]([C:11]2[C:15]3[N:16]=[CH:17][N:18]=[C:19]([C:20]4[C:28]5[O:27][CH2:26][O:25][C:24]=5[CH:23]=[CH:22][C:21]=4[O:29][CH2:30][CH:31]4[CH2:33][CH2:32]4)[C:14]=3[NH:13][CH:12]=2)=[O:10])[CH2:2]1)=[O:35]. Procedure: Starting from 4-(5-cyclopropylmethoxy-benzo[1,3]dioxol-4-yl)-5H-pyrrolo[3,2-d]pyrimidine-7-carboxylic acid (piperidin-3-ylmethyl)-amide (example A145) and acetic formic anhydride the title compound is obtained as colorless solid. Starting materials: CC(O)(C(=O)O)c1ccc(-c2ccccc2)c(F)c1, O. Product: C=C(C(=O)O)c1ccc(-c2ccccc2)c(F)c1. As a reaction SMILES: [F:1][c:2]1[c:3](-[c:14]2[cH:15][cH:16][cH:17][cH:18][cH:19]2)[cH:4][cH:5][c:6]([C:8]([C:9](=[O:10])[OH:11])([CH3:12])[OH:13])[cH:7]1.[OH2:20]>>[F:1][c:2]1[c:3](-[c:14]2[cH:15][cH:16][cH:17][cH:18][cH:19]2)[cH:4][cH:5][c:6]([C:8]([C:9](=[O:10])[OH:11])=[CH2:12])[cH:7]1. Product: ClC=1C=C(C=CC1Cl)N1C=NC(=C1C)CO ([1-(3,4-Dichloro-phenyl)-5-methyl-1H-imidazol-4-yl]-methanol), solid. The reactants are [C@@H]([C@H](C(=O)[O-])O)(C(=O)[O-])O.[Na+].[K+] (Seignette salt), C(C)OC(=O)C=1N=CN(C1C)C1=CC(=C(C=C1)Cl)Cl (1-(3,4-dichloro-phenyl)-5-methyl-1H-imidazole-4-carboxylic acid ethyl ester), C1CCOC1 (THF). Reaction conditions: time 2 hour. Procedure: To a solution of 1-(3,4-dichloro-phenyl)-5-methyl-1H-imidazole-4-carboxylic acid ethyl ester (0.82 g, 2.7 mmol) in THF (27 ml) lithium aluminum hydride (0.21 g, 5.4 mmol) was added portionwise keeping T<10° C. The mixture was stirred in an ice-bath for 2 h, then 1 ml saturated aqueous Seignette salt solution was slowly added. After dilution with AcOEt (100 ml) the mixture was filtered, concentrated and chromatographed [silica, elution with gradient CH2Cl2 to 80% (CH2Cl2/MeOH=9:1)]. The title com... Isolated yield 66.0%. Reaction SMILES: C([O:3][C:4]([C:6]1[N:7]=[CH:8][N:9]([C:12]2[CH:17]=[CH:16][C:15]([Cl:18])=[C:14]([Cl:19])[CH:13]=2)[C:10]=1[CH3:11])=O)C.C1COCC1.[C@H](O)(C([O-])=O)[C@@H](O)C([O-])=O.[Na+].[K+]>>[Cl:19][C:14]1[CH:13]=[C:12]([N:9]2[C:10]([CH3:11])=[C:6]([CH2:4][OH:3])[N:7]=[CH:8]2)[CH:17]=[CH:16][C:15]=1[Cl:18] |f:2.3.4|.